This data is from the Open Reaction Database (ORD), a public repository of structured organic reaction records. The task is: describe an organic reaction: reactants, conditions, products, and yield Starting materials: FC1=CC=C(C=C1)C1=NN2C(C=C(C(=C2)N(S(=O)(=O)C)C)B2OC(C(O2)(C)C)(C)C)=C1C(=O)NC (2-(4-fluorophenyl)-N-methyl-6-(N-methylmethylsulfonamido)-5-(4,4,5,5-tetramethyl-1,3,2-dioxaborolan-2-yl)pyrazolo[1,5-a]pyridine-3-carboxamide), ClC1=NC=2C=3N(CCC2C=C1)C=1C=CC=C(C1C3)F (2-chloro-11-fluoro-5,6-dihydroindolo[1,2-h][1,7]naphthyridine), C(=O)([O-])[O-].[K+].[K+] (K2CO3), CC(C)C1=CC(=C(C(=C1)C(C)C)C2=C(C=CC=C2)P(C3CCCCC3)C4CCCCC4)C(C)C (X-Phos). The reagents and catalysts are C=1C=CC(=CC1)/C=C/C(=O)/C=C/C2=CC=CC=C2.C=1C=CC(=CC1)/C=C/C(=O)/C=C/C2=CC=CC=C2.C=1C=CC(=CC1)/C=C/C(=O)/C=C/C2=CC=CC=C2.[Pd].[Pd] (Pd2(dba)3). The solvent is O1CCOCC1 (1,4-dioxane). Conditions: temperature 100 celsius, time 5 hour. The product is FC=1C=2C=C3N(CCC=4C=CC(=NC34)C3=CC=4N(C=C3N(S(=O)(=O)C)C)N=C(C4C(=O)NC)C4=CC=C(C=C4)F)C2C=CC1 (5-(11-fluoro-5,6-dihydroindolo[1,2-h][1,7]naphthyridin-2-yl)-2-(4-fluorophenyl)-N-methyl-6-(N-methylmethylsulfonamido)pyrazolo[1,5-a]pyridine-3-carboxamide). Isolated yield 45.3%. As a reaction SMILES: [F:1][C:2]1[CH:7]=[CH:6][C:5]([C:8]2[C:31]([C:32]([NH:34][CH3:35])=[O:33])=[C:11]3[CH:12]=[C:13](B4OC(C)(C)C(C)(C)O4)[C:14]([N:16]([CH3:21])[S:17]([CH3:20])(=[O:19])=[O:18])=[CH:15][N:10]3[N:9]=2)=[CH:4][CH:3]=1.Cl[C:37]1[CH:46]=[CH:45][C:44]2[CH2:43][CH2:42][N:41]3[C:47]4[CH:48]=[CH:49][CH:50]=[C:51]([F:54])[C:52]=4[CH:53]=[C:40]3[C:39]=2[N:38]=1.C([O-])([O-])=O.[K+].[K+].CC(C1C=C(C(C)C)C(C2C=CC=CC=2P(C2CCCCC2)C2CCCCC2)=C(C(C)C)C=1)C>O1CCOCC1.C1C=CC(/C=C/C(/C=C/C2C=CC=CC=2)=O)=CC=1.C1C=CC(/C=C/C(/C=C/C2C=CC=CC=2)=O)=CC=1.C1C=CC(/C=C/C(/C=C/C2C=CC=CC=2)=O)=CC=1.[Pd].[Pd]>[F:54][C:51]1[C:52]2[CH:53]=[C:40]3[C:39]4[N:38]=[C:37]([C:13]5[C:14]([N:16]([CH3:21])[S:17]([CH3:20])(=[O:18])=[O:19])=[CH:15][N:10]6[N:9]=[C:8]([C:5]7[CH:4]=[CH:3][C:2]([F:1])=[CH:7][CH:6]=7)[C:31]([C:32]([NH:34][CH3:35])=[O:33])=[C:11]6[CH:12]=5)[CH:46]=[CH:45][C:44]=4[CH2:43][CH2:42][N:41]3[C:47]=2[CH:48]=[CH:49][CH:50]=1 |f:2.3.4,7.8.9.10.11|. Reported procedure: To a solution of 2-(4-fluorophenyl)-N-methyl-6-(N-methylmethylsulfonamido)-5-(4,4,5,5-tetramethyl-1,3,2-dioxaborolan-2-yl)pyrazolo[1,5-a]pyridine-3-carboxamide (110 mg, 0.22 mmol), 2-chloro-11-fluoro-5,6-dihydroindolo[1,2-h][1,7]naphthyridine (50 mg, 0.18 mmol) and K2CO3 (50 mg, 0.366 mmol) in 1,4-dioxane (2 mL) were added X-Phos (10 mg) and Pd2(dba)3 (10 mg) under N2. The reaction mixture was stirred at 100° C. for 5 hours and concentrated in vacuo to remove 1,4-dioxane. The reaction mixture wa... Reported procedure: A mixture of (S)-(−)-N-[[2-oxo-3-[4-(4-piperidinyl)-3-fluorophenyl]-5-oxazolidinyl]methyl]acetamide (EXAMPLE 20, 150 mg) and sodium bicarbonate (75 mg) in dry tetrahydrofuran (6 mL) at 0° C. under N2 is treated with methyl chloroformate (38 μL), and the resulting mixture is stirred at 0° C. for one hour. The reaction is then diluted with ethyl acetate (20 mL), washed with water (10 mL) and saline (10 mL), dried over anhydrous magnesium sulfate and concentrated under reduced pressure, and the res... Run at temperature 0 celsius, time 1 hour. Run in C(C)(=O)OCC (ethyl acetate), O1CCCC1 (tetrahydrofuran). The product is COC(=O)N1CCC(CC1)C1=C(C=C(C=C1)N1C(O[C@H](C1)CNC(C)=O)=O)F ((S)-(−)-4-[4-[5-[(Acetylamino)methyl]-2-oxo-3-oxazolidinyl]-2-fluorophenyl]-1-piperidinecarboxylic acid methyl ester). Reactants: O=C1O[C@H](CN1C1=CC(=C(C=C1)C1CCNCC1)F)CNC(C)=O ((S)-(−)-N-[[2-Oxo-3-[4-(4-piperidinyl)-3-fluorophenyl]-5-oxazolidinyl]methyl]acetamide), C([O-])(O)=O.[Na+] (sodium bicarbonate), ClC(=O)OC (methyl chloroformate). RXN SMILES: [O:1]=[C:2]1[N:6]([C:7]2[CH:12]=[CH:11][C:10]([CH:13]3[CH2:18][CH2:17][NH:16][CH2:15][CH2:14]3)=[C:9]([F:19])[CH:8]=2)[CH2:5][C@H:4]([CH2:20][NH:21][C:22](=[O:24])[CH3:23])[O:3]1.C(=O)(O)[O-].[Na+].Cl[C:31]([O:33][CH3:34])=[O:32]>O1CCCC1.C(OCC)(=O)C>[CH3:34][O:33][C:31]([N:16]1[CH2:15][CH2:14][CH:13]([C:10]2[CH:11]=[CH:12][C:7]([N:6]3[CH2:5][C@H:4]([CH2:20][NH:21][C:22](=[O:24])[CH3:23])[O:3][C:2]3=[O:1])=[CH:8][C:9]=2[F:19])[CH2:18][CH2:17]1)=[O:32] |f:1.2|. The reactants are Nc1cc(F)ccc1C(=O)O, O=C(Cl)c1ccc(Oc2ccccc2)cc1. Product: O=C(Nc1cc(F)ccc1C(=O)O)c1ccc(Oc2ccccc2)cc1. Reaction SMILES: [NH2:1][c:2]1[c:3]([C:4](=[O:5])[OH:6])[cH:7][cH:8][c:9]([F:11])[cH:10]1.[O:12]([c:13]1[cH:14][cH:15][cH:16][cH:17][cH:18]1)[c:19]1[cH:20][cH:21][c:22]([C:23](=[O:24])[Cl:25])[cH:26][cH:27]1>>[NH:1]([c:2]1[c:3]([C:4](=[O:5])[OH:6])[cH:7][cH:8][c:9]([F:11])[cH:10]1)[C:23]([c:22]1[cH:21][cH:20][c:19]([O:12][c:13]2[cH:14][cH:15][cH:16][cH:17][cH:18]2)[cH:27][cH:26]1)=[O:24]. Starting materials: reduced iron, Cl (HCl), resultant solution, BrC1=C(C=C(C=C1)OC)[N+](=O)[O-] (4-Bromo-3-nitroanisole), [OH-].[Na+] (Caustic soda), COC=1C=C(N)C=CC1 (3-methoxyaniline). Run in CO (methanol). Product: BrC1=CC=C(C=C1N)OC (6-Bromo-3-methoxyaniline). Isolated yield 93.1%. Reaction SMILES: [Br:1][C:2]1[CH:7]=[CH:6][C:5]([O:8][CH3:9])=[CH:4][C:3]=1[N+:10]([O-])=O.Cl.[OH-].[Na+].COC1C=C(C=CC=1)N>CO>[Br:1][C:2]1[C:3]([NH2:10])=[CH:4][C:5]([O:8][CH3:9])=[CH:6][CH:7]=1 |f:2.3|. Reported procedure: 4-Bromo-3-nitroanisole (19.8 g, 85.1 mmol) was dissolved in methanol (150 ml). Conc. HCl (40 ml) was added to the resultant solution, and the mixture was stirred while cooling. During stirring, reduced iron (14.3 g) was added to the mixture by small portions, and the mixture was stirred at room temperature for 4 hours. The reaction mixture was condensed under reduced pressure. 2N-Caustic soda solution (100 ml) was added to the condensate, and the insoluble matter was filtered off. The filtrate w...